Dataset: the Open Reaction Database (ORD), a public repository of structured organic reaction records. Task: describe an organic reaction: reactants, conditions, products, and yield Reactants: CC1=NC2=CC=CC=C2C(=C1)NC=1C=C(C=CC1)C1=CC(=CC=C1)C=O (3′-(2-Methylquinolin-4-ylamino)biphenyl-3-carbaldehyde), C1NCCC2=CC=CC=C12 (1,2,3,4-tetrahydroisoquinoline), [BH-](OC(=O)C)(OC(=O)C)OC(=O)C.[Na+] (NaBH(OAc)3), CC(=O)O (AcOH). Run in ClC(C)Cl (dichloroethane). Conditions: time 19 hour. The product is C1N(CCC2=CC=CC=C12)CC=1C=C(C=CC1)C1=CC(=CC=C1)NC1=CC(=NC2=CC=CC=C12)C ([3′-(3,4-Dihydro-1H-isoquinolin-2-ylmethyl)biphenyl-3-yl]-(2-methylquinolin-4-yl)amine). Yield: 54.7%. RXN SMILES: [CH3:1][C:2]1[CH:11]=[C:10]([NH:12][C:13]2[CH:14]=[C:15]([C:19]3[CH:24]=[CH:23][CH:22]=[C:21]([CH:25]=O)[CH:20]=3)[CH:16]=[CH:17][CH:18]=2)[C:9]2[C:4](=[CH:5][CH:6]=[CH:7][CH:8]=2)[N:3]=1.[CH2:27]1[C:36]2[C:31](=[CH:32][CH:33]=[CH:34][CH:35]=2)[CH2:30][CH2:29][NH:28]1.[BH-](OC(C)=O)(OC(C)=O)OC(C)=O.[Na+].CC(O)=O>ClC(Cl)C>[CH2:27]1[C:36]2[C:31](=[CH:32][CH:33]=[CH:34][CH:35]=2)[CH2:30][CH2:29][N:28]1[CH2:25][C:21]1[CH:20]=[C:19]([C:15]2[CH:16]=[CH:17][CH:18]=[C:13]([NH:12][C:10]3[C:9]4[C:4](=[CH:5][CH:6]=[CH:7][CH:8]=4)[N:3]=[C:2]([CH3:1])[CH:11]=3)[CH:14]=2)[CH:24]=[CH:23][CH:22]=1 |f:2.3|. Procedure details: To a solution of 73 (102 mg, 0.301 mmol) in dichloroethane (3.0 mL) under N2 was added 40 (0.04 mL, 0.315 mmol). The reaction was stirred for 24 minutes before the sequential addition of NaBH(OAc)3 (94 mg, 0.444 mmol) and AcOH (0.02 mL, 0.349 mmol). The reaction was stirred for 19 hours and then extracted with ethyl acetate (2×30 mL). The ethyl acetate extracts were washed with 2 N NaOH (aq. 15 mL), brine (15 mL), dried (MgSO4), and concentrated. The residue was chromatographed on silica gel (di... The reagents and catalysts are C1=CC=C(C=C1)P([C-]2C=CC=C2)C3=CC=CC=C3.C1=CC=C(C=C1)P([C-]2C=CC=C2)C3=CC=CC=C3.Cl[Pd]Cl.[Fe+2] (Pd(dppf)Cl2). The solvent is CS(=O)C (DMSO). The yield is 55.7%. Yields the product C(C1=CC=CC=C1)OC(=O)N(C)CC=1C=C(C=C(C1O[C@@H]1COCC1)F)NC(=O)OC[C@H](C)C1=C(C=C(C=C1)B(O)O)C ((4-((R)-1-(((3-((((Benzyloxy)carbonyl)(methyl)amino)methyl)-5-fluoro-4-(((S)-tetrahydrofuran-3-yl)oxy)phenyl)carbamoyl)oxy)propan-2-yl)-3-methylphenyl)boronic acid). Reaction conditions: temperature 85 celsius, time 2 hour. Procedure details: To a reaction tube was added 39C (770 mg, 1.223 mmol), 5,5,5′,5′-tetramethyl-2,2′-bi(1,3,2-dioxaborinane) (332 mg, 1.468 mmol), KOAc (300 mg, 3.06 mmol), and Pd(dppf)Cl2 (201 mg, 0.245 mmol) in DMSO (10 ml). The tube was filled with Ar, sealed and stirred at 85° C. for 2 h. The mixture was quenched with H2O, and extracted with EtOAc (3×). The combined organic layers was filtered though silica gel and concentrated. The residue was purified by prep HPLC to give 39D (405 mg, 0.681 mmol, 55.7% yield... Reactants: BrC1=CC(=C(C=C1)[C@H](COC(=O)NC=1C=C(C(=C(CN(C(OCC2=CC=CC=C2)=O)C)C1)O[C@@H]1COCC1)F)C)C (Benzyl 5-((((R)-2-(4-bromo-2-methylphenyl)propoxy)carbonyl)amino)-3-fluoro-2-(((S)-tetrahydrofuran-3-yl)oxy)benzyl(methyl)carbamate), CC1(COB(OC1)B1OCC(CO1)(C)C)C (5,5,5′,5′-tetramethyl-2,2′-bi(1,3,2-dioxaborinane)), CC(=O)[O-].[K+] (KOAc). As a reaction SMILES: Br[C:2]1[CH:7]=[CH:6][C:5]([C@@H:8]([CH3:40])[CH2:9][O:10][C:11]([NH:13][C:14]2[CH:15]=[C:16]([F:39])[C:17]([O:33][C@H:34]3[CH2:38][CH2:37][O:36][CH2:35]3)=[C:18]([CH:32]=2)[CH2:19][N:20]([CH3:31])[C:21](=[O:30])[O:22][CH2:23][C:24]2[CH:29]=[CH:28][CH:27]=[CH:26][CH:25]=2)=[O:12])=[C:4]([CH3:41])[CH:3]=1.CC1(C)C[O:47][B:46](B2OCC(C)(C)CO2)[O:45]C1.CC([O-])=O.[K+]>CS(C)=O.C1C=CC(P(C2C=CC=CC=2)[C-]2C=CC=C2)=CC=1.C1C=CC(P(C2C=CC=CC=2)[C-]2C=CC=C2)=CC=1.Cl[Pd]Cl.[Fe+2]>[CH2:23]([O:22][C:21]([N:20]([CH2:19][C:18]1[CH:32]=[C:14]([NH:13][C:11]([O:10][CH2:9][C@@H:8]([C:5]2[CH:6]=[CH:7][C:2]([B:46]([OH:47])[OH:45])=[CH:3][C:4]=2[CH3:41])[CH3:40])=[O:12])[CH:15]=[C:16]([F:39])[C:17]=1[O:33][C@H:34]1[CH2:38][CH2:37][O:36][CH2:35]1)[CH3:31])=[O:30])[C:24]1[CH:29]=[CH:28][CH:27]=[CH:26][CH:25]=1 |f:2.3,5.6.7.8|. The reactants are NC(=O)c1ccc(Cl)cc1, ClCc1ccccc1, [Mg], O=S(=O)(O)O. Product: O=C(Cc1ccccc1)c1ccc(Cl)cc1. RXN SMILES: [Cl:10][c:11]1[cH:12][cH:13][c:14]([C:15](=[O:16])[NH2:17])[cH:18][cH:19]1.[Cl:1][CH2:2][c:3]1[cH:4][cH:5][cH:6][cH:7][cH:8]1.[Mg:9].[S:20](=[O:21])(=[O:22])([OH:23])[OH:24]>>[CH2:2]([c:3]1[cH:4][cH:5][cH:6][cH:7][cH:8]1)[C:15]([c:14]1[cH:13][cH:12][c:11]([Cl:10])[cH:19][cH:18]1)=[O:16]. Starting materials: COc1cc(C(=O)O)ccc1C(C)(C)C, CCI. The product is CCOc1cc(C(=O)O)ccc1C(C)(C)C. As a reaction SMILES: [C:1]([CH3:2])([CH3:3])([CH3:4])[c:5]1[c:6]([O:14][CH3:15])[cH:7][c:8]([C:9](=[O:10])[OH:11])[cH:12][cH:13]1.[CH2:16]([I:17])[CH3:18]>>[C:1]([CH3:2])([CH3:3])([CH3:4])[c:5]1[c:6]([O:14][CH2:15][CH3:16])[cH:7][c:8]([C:9](=[O:10])[OH:11])[cH:12][cH:13]1. Reactants: aqueous solution, C=O (formaldehyde), C(#N)[BH3-].[Na+] (sodium cyanoborohydride), Cl.ClC=1C=CC2=C(C=CC(CC2)NC)C1 (2-chloro-7-methylamino-6,7-dihydro [5H] benzocycloheptene hydrochloride), C(C)(=O)O (Acetic acid). The solvent is C(C)#N (acetonitrile). Conditions: time 15 minute. Product: ClC=1C=CC2=C(C=CC(CC2)N(C)C)C1 (2-chloro-7-dimethylamino-6,7-dihydro [5H] benzocycloheptene). The yield is 60.9%. Reaction SMILES: C=O.[C:3]([BH3-])#N.[Na+].Cl.[Cl:8][C:9]1[CH:10]=[CH:11][C:12]2[CH2:18][CH2:17][CH:16]([NH:19][CH3:20])[CH:15]=[CH:14][C:13]=2[CH:21]=1.C(O)(=O)C>C(#N)C>[Cl:8][C:9]1[CH:10]=[CH:11][C:12]2[CH2:18][CH2:17][CH:16]([N:19]([CH3:3])[CH3:20])[CH:15]=[CH:14][C:13]=2[CH:21]=1 |f:1.2,3.4|. Procedure: 7.7 ml of an aqueous solution of 40% formaldehyde and then 4.5 g of sodium cyanoborohydride were added to a mixture of 4.7 g of 2-chloro-7-methylamino-6,7-dihydro [5H] benzocycloheptene hydrochloride in 47 ml of acetonitrile and the mixture was stirred for 15 minutes at room temperature. Acetic acid was added to the reaction mixture until the pH was 7 and the mixture was stirred at room temperature for 45 minutes. The mixture was evaporated to dryness under reduced pressure to obtain 2.6 g of 2-... Starting materials: C1(CC1)COC1=C(C=CC=C1OC)/C=C/C=1N=C2N(C(C1I)=O)C=CS2 (7-{(E)-2-[2-(Cyclopropylmethoxy)-3-methoxyphenyl]vinyl}-6-iodo-5H-[1,3]thiazolo[3,2-a]pyrimidin-5-one), NC=1SC=C(N1)C(F)(F)F (2-amino-4-trifluoromethylthiazole), intermediate, ClCC(CC(=O)OCC)=O (ethyl chloroacetoacetate). Run in polyphosphoric acid. The product is ClCC=1N=C2N(C(C1)=O)C(=CS2)C(F)(F)F (7-(Chloromethyl)-3-(trifluoromethyl)-5H-[1,3]thiazolo[3,2-a]pyrimidin-5-one). Reaction SMILES: [NH2:1][C:2]1[S:3][CH:4]=[C:5]([C:7]([F:10])([F:9])[F:8])[N:6]=1.[Cl:11][CH2:12][C:13](=O)[CH2:14][C:15](OCC)=[O:16].C1(COC2C(OC)=CC=CC=2/C=C/C2N=C3SC=CN3C(=O)C=2I)CC1>>[Cl:11][CH2:12][C:13]1[N:1]=[C:2]2[S:3][CH:4]=[C:5]([C:7]([F:10])([F:9])[F:8])[N:6]2[C:15](=[O:16])[CH:14]=1. Reported procedure: This compound was synthesized from 2-amino-4-trifluoromethylthiazole, Step 1 intermediate (3.70 g, 22.541 mmol) and ethyl chloroacetoacetate (5.194 g, 31.558 mmol) in polyphosphoric acid (30.0 g) according to the procedure described in Step 1, Intermediate 2 to afford 4.0 g of the desired compound: 1H NMR (300 MHz, DMSO-d6) δ 2.28 (s, 3H), 2.60 (s, 3H), 4.52 (s, 1H), 6.25 (s, 1H); ESI-MS (m/z) 269.22 (M+H)+. The reactants are C(C)(C)(C)OC(NC1=C(C=C(C=C1)C#C[Si](C)(C)C)[N+](=O)[O-])=O ((2-Nitro-4-trimethylsilanylethynyl-phenyl)-carbamic acid tert.-butyl ester), [OH-].[Na+] (NaOH), C(CC(O)(C(=O)O)CC(=O)O)(=O)O (citric acid). Solvent: CO (MeOH), C1CCOC1 (THF). Run at time 30 minute. Yields the product C(C)(C)(C)OC(NC1=C(C=C(C=C1)C#C)[N+](=O)[O-])=O ((4-Ethynyl-2-nitro-phenyl)-carbamic acid tert.-butyl ester). Isolated yield 86.3%. Reaction SMILES: [C:1]([O:5][C:6](=[O:23])[NH:7][C:8]1[CH:13]=[CH:12][C:11]([C:14]#[C:15][Si](C)(C)C)=[CH:10][C:9]=1[N+:20]([O-:22])=[O:21])([CH3:4])([CH3:3])[CH3:2].[OH-].[Na+].C(O)(=O)CC(CC(O)=O)(C(O)=O)O>CO.C1COCC1>[C:1]([O:5][C:6](=[O:23])[NH:7][C:8]1[CH:13]=[CH:12][C:11]([C:14]#[CH:15])=[CH:10][C:9]=1[N+:20]([O-:22])=[O:21])([CH3:4])([CH3:2])[CH3:3] |f:1.2|. Procedure: To a solution of (2-nitro-4-trimethylsilanylethynyl-phenyl)-carbamic acid tert.-butyl ester (Example F1) (3.54 g, 10.6 mmol) in MeOH (10 mL) and THF (20 mL) at 0° C. was added 1N NaOH (13 mL) and stirring was continued at 23° C. for 30 min. Poured into cold 5% citric acid, extracted with EtOAc (300 mL), washed with sat. NaHCO3-sol. and brine, dried over MgSO4. Removal of the solvent in vacuum left a dark brown oil, which was purified by silica gel column chromatography with hexane/EtOAc 19:1. Ob... The reactants are CC(C)(C)[Si](C)(C)OCCCNc1c([N+](=O)[O-])cnc2ccccc12, CC(=O)O, [Fe]. Yields the product CC(C)(C)[Si](C)(C)OCCCNc1c(N)cnc2ccccc12. Reaction SMILES: [C:1]([CH3:2])([CH3:3])([CH3:4])[Si:5]([O:6][CH2:7][CH2:8][CH2:9][NH:10][c:11]1[c:12]([N+:21]([O-:22])=[O:23])[cH:13][n:14][c:15]2[cH:16][cH:17][cH:18][cH:19][c:20]12)([CH3:24])[CH3:25].[CH3:26][C:27](=[O:28])[OH:29].[Fe:30]>>[C:1]([CH3:2])([CH3:3])([CH3:4])[Si:5]([O:6][CH2:7][CH2:8][CH2:9][NH:10][c:11]1[c:12]([NH2:21])[cH:13][n:14][c:15]2[cH:16][cH:17][cH:18][cH:19][c:20]12)([CH3:24])[CH3:25].